This data is from the Open Reaction Database (ORD), a public repository of structured organic reaction records. The task is: describe an organic reaction: reactants, conditions, products, and yield The reactants are FC1=NC=C2N=C(N(C2=N1)C1OCCCC1)NC(C)C=1N(C(C2=C(C=CC=C2C1)C)=O)C1=CC=CC=C1 (3-(1-(2-fluoro-9-(tetrahydro-2H-pyran-2-yl)-9H-purin-ylamino)ethyl)-8-methyl-2-phenylisoquinolin-1(2H)-one), NC(C)C=1N(C(C2=C(C=CC=C2C1)C)=O)C1=CC=CC=C1 (3-(1-Aminoethyl)-8-methyl-2-phenylisoquinolin-1(2H)-one), NC(C)C=1N(C(C2=C(C=CC=C2C1)C)=O)C1=CC=CC=C1 (3-(1-Aminoethyl)-8-methyl-2-phenylisoquinolin-1(2H)-one), CCN(C(C)C)C(C)C (DIPEA). The solvent is CCCCO (n-BuOH). Reaction conditions: temperature 120 celsius, time 16 hour. The product is FC1=NC(=C2N=CNC2=N1)N[C@@H](C)C=1N(C(C2=C(C=CC=C2C1)C)=O)C1=CC=CC=C1 ((S)-3-(1-(2-fluoro-9H-purin-6-ylamino)ethyl)-8-methyl-2-phenylisoquinolin-1(2H)-one), FC1=NC=C2N=C(N(C2=N1)C1OCCCC1)NC(C)C=1N(C(C2=C(C=CC=C2C1)C)=O)C1=CC=CC=C1 (3-(1-(2-fluoro-9-(tetrahydro-2H-pyran-2-yl)-9H-purin-ylamino)ethyl)-8-methyl-2-phenylisoquinolin-1(2H)-one). The yield is 47.0%. RXN SMILES: [NH2:1][CH:2]([C:4]1[N:5]([C:16]2[CH:21]=[CH:20][CH:19]=[CH:18][CH:17]=2)[C:6](=[O:15])[C:7]2[C:12]([CH:13]=1)=[CH:11][CH:10]=[CH:9][C:8]=2[CH3:14])[CH3:3].CCN(C(C)C)C(C)C.[F:31][C:32]1[N:40]=[C:39]2[C:35]([N:36]=[C:37]([NH:47][CH:48]([C:50]3[N:51]([C:62]4[CH:67]=[CH:66][CH:65]=[CH:64][CH:63]=4)[C:52](=[O:61])[C:53]4[C:58]([CH:59]=3)=[CH:57][CH:56]=[CH:55][C:54]=4[CH3:60])[CH3:49])[N:38]2[CH:41]2[CH2:46][CH2:45][CH2:44][CH2:43][O:42]2)=[CH:34][N:33]=1>CCCCO>[F:31][C:32]1[N:40]=[C:39]2[C:35]([N:36]=[CH:37][NH:38]2)=[C:34]([NH:1][C@H:2]([C:4]2[N:5]([C:16]3[CH:21]=[CH:20][CH:19]=[CH:18][CH:17]=3)[C:6](=[O:15])[C:7]3[C:12]([CH:13]=2)=[CH:11][CH:10]=[CH:9][C:8]=3[CH3:14])[CH3:3])[N:33]=1.[F:31][C:32]1[N:40]=[C:39]2[C:35]([N:36]=[C:37]([NH:47][CH:48]([C:50]3[N:51]([C:62]4[CH:63]=[CH:64][CH:65]=[CH:66][CH:67]=4)[C:52](=[O:61])[C:53]4[C:58]([CH:59]=3)=[CH:57][CH:56]=[CH:55][C:54]=4[CH3:60])[CH3:49])[N:38]2[CH:41]2[CH2:46][CH2:45][CH2:44][CH2:43][O:42]2)=[CH:34][N:33]=1. Procedure details: 3-(1-Aminoethyl)-8-methyl-2-phenylisoquinolin-1(2H)-one (200 mg, 0.72 mol) 6-chloro-2fluoro-9-(tetrahydro-2H-pyran-2-yl)-9H-purine (compound 5202) (369 mg, 1.44 mmol) and DIPEA (279 mg, 2.16 mmol) were dissolved in n-BuOH (20 mL) in a sealed tube, and the resulting mixture was stirred at 120° C. for 16 h. The reaction mixture was concentrated in vacuo and the residue was purified by flash column chromatography on silica gel (eluting with 30% to 50% Hex/EA) to afford the desired product, 3-(1-(2-... Starting materials: COC1=C(C=CC(=C1)[N+](=O)[O-])O (2-Methoxy-4-nitrophenol), C1(OCCO1)=O (ethylene carbonate). The reagents and catalysts are [I-].C(CCC)[N+](CCCC)(CCCC)CCCC (tetrabutylammonium iodide). Solvent: C(Cl)(Cl)Cl (chloroform). Conditions: temperature 160 celsius, time 2 hour. The product is COC1=C(OCCO)C=CC(=C1)[N+](=O)[O-] (2-(2-methoxy-4-nitrophenoxy)ethanol). Yield: 93.3%. As a reaction SMILES: [CH3:1][O:2][C:3]1[CH:8]=[C:7]([N+:9]([O-:11])=[O:10])[CH:6]=[CH:5][C:4]=1[OH:12].C1(=O)O[CH2:16][CH2:15][O:14]1>[I-].C([N+](CCCC)(CCCC)CCCC)CCC.C(Cl)(Cl)Cl>[CH3:1][O:2][C:3]1[CH:8]=[C:7]([N+:9]([O-:11])=[O:10])[CH:6]=[CH:5][C:4]=1[O:12][CH2:16][CH2:15][OH:14] |f:2.3|. Reported procedure: 2-Methoxy-4-nitrophenol (10.2 g), ethylene carbonate (5.66 g) and tetrabutylammonium iodide (2.1 g) were mixed and stirred for 2 hours at 160° C. After being cooled, all solids were dissolved into chloroform (300 ml) and the solution was washed with water (300 ml) two times. The organic layer was dehydrated with anhydrous magnesium sulfate (10 g) and concentrated under vacuum to obtain 2-(2-methoxy-4-nitrophenoxy)ethanol (12.0 g) as yellowish solid.